From a dataset of the Open Reaction Database (ORD), a public repository of structured organic reaction records. describe an organic reaction: reactants, conditions, products, and yield Reactants: C(=O)N (formamide), C(C1=CC=CC=C1)Cl (benzyl chloride). Product: Cl.C(C1=CC=CC=C1)C(O)=N (Benzylformimidate hydrochloride). Reaction SMILES: [CH:1]([NH2:3])=[O:2].[CH2:4]([Cl:11])[C:5]1[CH:10]=[CH:9][CH:8]=[CH:7][CH:6]=1>>[ClH:11].[CH2:4]([C:1](=[NH:3])[OH:2])[C:5]1[CH:10]=[CH:9][CH:8]=[CH:7][CH:6]=1 |f:2.3|. Procedure: The product was assayed by NMRδ(DMSO) 5.7 (s, 2H, φCH2), 7.5 (s, 5H, φ), 9.0 (s, 1H, HC=N). The product is thermally unstable. It decomposes to formamide and benzyl chloride at 0° C. and above. However, no appreciable decomposition was detected on storage at -20° C. for 2 months. Starting materials: O=C([O-])[O-], COC(=O)CBr, CN(C)C=O, O=[N+]([O-])c1cc(O)ccc1Cl, [K+], [K+]. Yields the product COC(=O)COc1ccc(Cl)c([N+](=O)[O-])c1. RXN SMILES: [C:12](=[O:13])([O-:14])[O-:15].[CH3:18][O:19][C:20]([CH2:21][Br:22])=[O:23].[CH3:24][N:25]([CH3:26])[CH:27]=[O:28].[Cl:1][c:2]1[c:3]([N+:9](=[O:10])[O-:11])[cH:4][c:5]([OH:8])[cH:6][cH:7]1.[K+:16].[K+:17]>>[Cl:1][c:2]1[c:3]([N+:9](=[O:10])[O-:11])[cH:4][c:5]([O:8][CH2:21][C:20]([O:19][CH3:18])=[O:23])[cH:6][cH:7]1. The reactants are C(#N)C=1C(=CC(=C(C(=O)OC)C1)C)C (methyl 5-cyano-2,4-dimethylbenzoate), C(#N)C=1C(=CC(=C(C(=O)OC)C1)C)C (methyl 5-cyano-2,4-dimethylbenzoate), P(=S)([S-])(OCC)OCC (O,O′-diethyl dithiophosphate). Run in O1CCCC1.O (tetrahydrofuran H2O). Run at temperature 85 celsius, time 2 day. Yields the product C(N)(=S)C=1C(=CC(=C(C(=O)OC)C1)C)C (Methyl 5-carbamothioyl-2,4-dimethylbenzoate). Isolated yield 57.1%. Reaction SMILES: [C:1]([C:3]1[C:4]([CH3:14])=[CH:5][C:6]([CH3:13])=[C:7]([CH:12]=1)[C:8]([O:10][CH3:11])=[O:9])#[N:2].P(OCC)(OCC)([S-])=[S:16]>O1CCCC1.O>[C:1]([C:3]1[C:4]([CH3:14])=[CH:5][C:6]([CH3:13])=[C:7]([CH:12]=1)[C:8]([O:10][CH3:11])=[O:9])(=[S:16])[NH2:2] |f:2.3|. Procedure details: To a round-bottom flask was added a solution of methyl 5-cyano-2,4-dimethylbenzoate (compound 2.3, 1.78 g, 9.41 mmol, 1.00 equiv) in tetrahydrofuran/H2O (30/3 mL). O,O′-diethyl dithiophosphate (3.30 g, 17.7 mmol, 2.00 equiv) was added and the resulting mixture was stirred for 2 days at 85° C. (CAUTION: significant gas evolution occurs—this and all other reactions described herein should be carried out in well ventilated fume hoods). After cooling to ambient temperature, the mixture was extracted... Product: [C@H]12CN(C[C@H](CC1)O2)C=2C=C(C=CC2)NC=2C1=C(N=C(N2)C=2C=C(C(=O)OC)C=CC2)SC=N1 (methyl 3-(7-(3-((1R,5S)-8-oxa-3-azabicyclo[3.2.1]octan-3-yl)phenylamino)thiazolo[5,4-d]pyrimidin-5-yl)benzoate). Procedure details: The mixture of N-(3-((1R,5S)-8-oxa-3-azabicyclo[3.2.1]octan-3-yl)phenyl)-5-chlorothiazolo[5,4-d]pyrimidin-7-amine (0.095 g, 0.254 mmol), methyl 3-(4,4,5,5-tetramethyl-1,3,2-dioxaborolan-2-yl)benzoate (0.073 g, 0.28 mmol), Pd (PPh3)4 (0.015 g, 0.013 mmol) and Na2CO3 (0.081 g, 0.762 mmol) in dioxane (20 mL) and H2O (5 mL) was heated to 100° C. for 16 h under N2 atmosphere. Then it was concentrated to dryness. The residue was purified by column chromatography (silica gel, 200˜300 mesh, eluting with... Reactants: [C@H]12CN(C[C@H](CC1)O2)C=2C=C(C=CC2)NC=2C1=C(N=C(N2)Cl)SC=N1 (N-(3-((1R,5S)-8-oxa-3-azabicyclo[3.2.1]octan-3-yl)phenyl)-5-chlorothiazolo[5,4-d]pyrimidin-7-amine), CC1(OB(OC1(C)C)C=1C=C(C(=O)OC)C=CC1)C (methyl 3-(4,4,5,5-tetramethyl-1,3,2-dioxaborolan-2-yl)benzoate), C(=O)([O-])[O-].[Na+].[Na+] (Na2CO3). The reagents and catalysts are C=1C=CC(=CC1)[P](C=2C=CC=CC2)(C=3C=CC=CC3)[Pd]([P](C=4C=CC=CC4)(C=5C=CC=CC5)C=6C=CC=CC6)([P](C=7C=CC=CC7)(C=8C=CC=CC8)C=9C=CC=CC9)[P](C=1C=CC=CC1)(C=1C=CC=CC1)C=1C=CC=CC1 (Pd (PPh3)4). Run at temperature 100 celsius. Run in O1CCOCC1 (dioxane), O (H2O). Yield: 78.2%. Reaction SMILES: [C@@H:1]12[O:8][C@@H:5]([CH2:6][CH2:7]1)[CH2:4][N:3]([C:9]1[CH:10]=[C:11]([NH:15][C:16]3[C:17]4[N:25]=[CH:24][S:23][C:18]=4[N:19]=[C:20](Cl)[N:21]=3)[CH:12]=[CH:13][CH:14]=1)[CH2:2]2.CC1(C)C(C)(C)OB([C:34]2[CH:35]=[C:36]([CH:41]=[CH:42][CH:43]=2)[C:37]([O:39][CH3:40])=[O:38])O1.C([O-])([O-])=O.[Na+].[Na+]>O1CCOCC1.O.C1C=CC([P]([Pd]([P](C2C=CC=CC=2)(C2C=CC=CC=2)C2C=CC=CC=2)([P](C2C=CC=CC=2)(C2C=CC=CC=2)C2C=CC=CC=2)[P](C2C=CC=CC=2)(C2C=CC=CC=2)C2C=CC=CC=2)(C2C=CC=CC=2)C2C=CC=CC=2)=CC=1>[C@@H:1]12[O:8][C@@H:5]([CH2:6][CH2:7]1)[CH2:4][N:3]([C:9]1[CH:10]=[C:11]([NH:15][C:16]3[C:17]4[N:25]=[CH:24][S:23][C:18]=4[N:19]=[C:20]([C:34]4[CH:35]=[C:36]([CH:41]=[CH:42][CH:43]=4)[C:37]([O:39][CH3:40])=[O:38])[N:21]=3)[CH:12]=[CH:13][CH:14]=1)[CH2:2]2 |f:2.3.4,^1:61,63,82,101|. Starting materials: ClC=1C=C(C=CC1OCC1(CCNCC1)F)S(=O)(=O)N (3-chloro-4-((4-fluoropiperidin-4-yl)methoxy)benzenesulfonamide), O1CC(C1)=O (oxetan-3-one), C(#N)[BH3-] (cyanoborohydride). Solvent: O1CCCC1 (tetrahydrofuran), C(C)(=O)O (acetic acid). Reaction conditions: time 8 hour. The product is ClC=1C=C(C=CC1OCC1(CCN(CC1)C1COC1)F)S(=O)(=O)N (3-chloro-4-((4-fluoro-1-(oxetan-3-yl)piperidin-4-yl)methoxy)benzenesulfonamide). As a reaction SMILES: [Cl:1][C:2]1[CH:3]=[C:4]([S:17]([NH2:20])(=[O:19])=[O:18])[CH:5]=[CH:6][C:7]=1[O:8][CH2:9][C:10]1([F:16])[CH2:15][CH2:14][NH:13][CH2:12][CH2:11]1.[O:21]1[CH2:24][C:23](=O)[CH2:22]1.C([BH3-])#N>O1CCCC1.C(O)(=O)C>[Cl:1][C:2]1[CH:3]=[C:4]([S:17]([NH2:20])(=[O:18])=[O:19])[CH:5]=[CH:6][C:7]=1[O:8][CH2:9][C:10]1([F:16])[CH2:15][CH2:14][N:13]([CH:23]2[CH2:24][O:21][CH2:22]2)[CH2:12][CH2:11]1. Reported procedure: To a solution of EXAMPLE 322C (830 mg) in tetrahydrofuran (15 mL) and acetic acid (5 mL) was added oxetan-3-one (163 mg) and MP-cyanoborohydride (2.38 mmol/g, 1.9 g). The mixture was stirred at room temperature overnight. The reaction was then filtered and the filtrate was concentrated under vacuum. The residue was slurried in ether and the solid product was collected by filtration.